From a dataset of the Open Reaction Database (ORD), a public repository of structured organic reaction records. describe an organic reaction: reactants, conditions, products, and yield Reactants: C1=CC(=CC=C1[N+](=O)[O-])O[C@@H]2[C@@H]([C@H]([C@@H]([C@H](O2)CO)O)O)O (4-nitrophenyl-α-D-glucopyranoside), C(CCCCCCCCCCCCCCC)(=O)OC=C (vinyl palmitate). Run in CC(=O)C (acetone). The product is C(CCCCCCCCCCCCCCC)(=O)OC[C@@H]1[C@H]([C@@H]([C@H]([C@@H](OC2=CC=C(C=C2)[N+](=O)[O-])O1)O)O)O (4-nitrophenyl 6-O-palmitoyl-α-D-glucopyranoside). Isolated yield 84.9%. As a reaction SMILES: [CH:1]1[C:6]([N+:7]([O-:9])=[O:8])=[CH:5][CH:4]=[C:3]([O:10][C@H:11]2[O:16][C@H:15]([CH2:17][OH:18])[C@@H:14]([OH:19])[C@H:13]([OH:20])[C@H:12]2[OH:21])[CH:2]=1.[C:22](OC=C)(=[O:38])[CH2:23][CH2:24][CH2:25][CH2:26][CH2:27][CH2:28][CH2:29][CH2:30][CH2:31][CH2:32][CH2:33][CH2:34][CH2:35][CH2:36][CH3:37]>CC(C)=O>[C:22]([O:18][CH2:17][C@H:15]1[O:16][C@H:11]([O:10][C:3]2[CH:2]=[CH:1][C:6]([N+:7]([O-:9])=[O:8])=[CH:5][CH:4]=2)[C@H:12]([OH:21])[C@@H:13]([OH:20])[C@@H:14]1[OH:19])(=[O:38])[CH2:23][CH2:24][CH2:25][CH2:26][CH2:27][CH2:28][CH2:29][CH2:30][CH2:31][CH2:32][CH2:33][CH2:34][CH2:35][CH2:36][CH3:37]. Procedure: In 40 ml of acetone were suspended 0.3 g (1 mmol) of 4-nitrophenyl-α-D-glucopyranoside (manufactured by Tokyo Kasei Ind., Ltd.) as marketed, 0.85 g (3 mmol) of vinyl palmitate and 30 mg of Lipase B, and the suspension was reacted in a shaking apparatus at 25° C. for 1 day. After the enzyme was filtered off, the solvent was concentrated to afford a crude product in a white wax form, which was purified by silica gel chromatography (5% methanol-dichloromethane) to give 0.458 g of 4-nitrophenyl 6-O-... Starting materials: ketone, C(C1=CC=CC=C1)N(C=1C=C2C(=CN1)NC(=C2)C(=O)C2=CC=CC=C2)CC2=CC=CC=C2 ([5-(dibenzylamino)-1H-pyrrolo[2,3-c]pyridin-2-yl](phenyl)methanone), C(=N)(N)NN.Cl (aminoguanidine hydrochloride), Cl (HCl), C(=N)(N)NN.Cl (aminoguanidine hydrochloride). Solvent: C(C)O (ethanol). The product is Cl.Cl.C(C1=CC=CC=C1)N(C=1C=C2C(=CN1)NC(=C2)C(C2=CC=CC=C2)=NNC(=N)N)CC2=CC=CC=C2 ([[[5-(dibenzylamino)-1H-pyrrolo[2,3-c]pyridin-2-yl](phenyl)methylene]amino]guanidine dihydrochloride). Yield: 69.3%. RXN SMILES: [CH2:1]([N:8]([CH2:26][C:27]1[CH:32]=[CH:31][CH:30]=[CH:29][CH:28]=1)[C:9]1[CH:10]=[C:11]2[CH:17]=[C:16]([C:18]([C:20]3[CH:25]=[CH:24][CH:23]=[CH:22][CH:21]=3)=O)[NH:15][C:12]2=[CH:13][N:14]=1)[C:2]1[CH:7]=[CH:6][CH:5]=[CH:4][CH:3]=1.[C:33]([NH:36][NH2:37])([NH2:35])=[NH:34].[ClH:38].Cl>C(O)C>[ClH:38].[ClH:38].[CH2:1]([N:8]([CH2:26][C:27]1[CH:32]=[CH:31][CH:30]=[CH:29][CH:28]=1)[C:9]1[CH:10]=[C:11]2[CH:17]=[C:16]([C:18](=[N:37][NH:36][C:33]([NH2:35])=[NH:34])[C:20]3[CH:25]=[CH:24][CH:23]=[CH:22][CH:21]=3)[NH:15][C:12]2=[CH:13][N:14]=1)[C:2]1[CH:7]=[CH:6][CH:5]=[CH:4][CH:3]=1 |f:1.2,5.6.7|. Procedure: A mixture of [5-(dibenzylamino)-1H-pyrrolo[2,3-c]pyridin-2-yl](phenyl)methanone (Example 55) (129 mg, 0.31 mmol), aminoguanidine hydrochloride (36 mg, 0.32 mmol) and 6 N HCl (0.26 mL) in ethanol (10 mL) was heated to reflux under a nitrogen atmosphere for 2.5 h. TLC analysis showed the remaining ketone, therefore additional aminoguanidine hydrochloride (10 mg, 0.09 mmol) was added. The reaction mixture was refluxed until TLC analysis showed the reaction was completed (2 h). After concentration t... Reactants: ClC1=NC(=NC(=C1[N+](=O)[O-])C)SC (4-chloro-6-methyl-2-(methylthio)-5-nitropyrimidine), C(C)C=1NC=C(N1)C (2-ethyl-4-methylimidazole), [Sn](Cl)Cl (tin (II) chloride), C(=O)(N1C=NC=C1)N1C=NC=C1 (carbonyidiimidazole). Yields the product C(C)C1=NC(=C2C(NC=3C(=NC(=NC3N21)SC)C)=O)C (9-Ethyl-4,7-dimethyl-2-(methylthio)imidazo[5,1-h]pteridin-6(5H)-one). RXN SMILES: Cl[C:2]1[C:7]([N+:8]([O-])=O)=[C:6]([CH3:11])[N:5]=[C:4]([S:12][CH3:13])[N:3]=1.[CH2:14]([C:16]1[NH:17][CH:18]=[C:19]([CH3:21])[N:20]=1)[CH3:15].[Sn](Cl)Cl.[C:25](N1C=CN=C1)(N1C=CN=C1)=[O:26]>>[CH2:14]([C:16]1[N:17]2[C:18]([C:25](=[O:26])[NH:8][C:7]3[C:6]([CH3:11])=[N:5][C:4]([S:12][CH3:13])=[N:3][C:2]=32)=[C:19]([CH3:21])[N:20]=1)[CH3:15]. Reported procedure: Prepared by treatment of 4-chloro-6-methyl-2-(methylthio)-5-nitropyrimidine with 2-ethyl-4-methylimidazole, reduction with tin (II) chloride, and cyclization with carbonyidiimidazole. Starting materials: ClC=1C(=CC(=C(C1)N)C)[N+](=O)[O-] (5-chloro-2-methyl-4-nitrophenylamine), C(C1=CC=CC=C1)(=O)Cl (benzoyl chloride). Solvent: C1(=CC=CC=C1)C (toluene). Product: ClC=1C(=CC(=C(C1)NC(C1=CC=CC=C1)=O)C)[N+](=O)[O-] (N-(5-Chloro-2-methyl-4-nitro-phenyl)-benzamide). The yield is 31.6%. As a reaction SMILES: [Cl:1][C:2]1[C:3]([N+:10]([O-:12])=[O:11])=[CH:4][C:5]([CH3:9])=[C:6]([NH2:8])[CH:7]=1.[C:13](Cl)(=[O:20])[C:14]1[CH:19]=[CH:18][CH:17]=[CH:16][CH:15]=1>C1(C)C=CC=CC=1>[Cl:1][C:2]1[C:3]([N+:10]([O-:12])=[O:11])=[CH:4][C:5]([CH3:9])=[C:6]([NH:8][C:13](=[O:20])[C:14]2[CH:19]=[CH:18][CH:17]=[CH:16][CH:15]=2)[CH:7]=1. Procedure: A mixture of 5-chloro-2-methyl-4-nitrophenylamine (0.560 g, 3.00 mmol) and benzoyl chloride (0.422 g, 3.00 mmol) in toluene (15 mL) was heated under reflux for 1.5 h, and cooled to room temperature. A solid crystallized from the reaction mixture upon cooling, and was isolated by vacuum filtration and dried to provide the title compound as a gray solid (0.276 g, 32%). Reactants: COC=1C=C(C=CC1)CCNNC1=CC=NC=C1 (N-[2-(3-methoxyphenyl)ethyl]-N'-pyridin-4-yl hydrazine), COCCl (chloromethyl methyl ether), [OH-].[Na+] (Sodium hydroxide). Run in C(C)(=O)O (acetic acid). Run at temperature 0 celsius. Product: Cl.COC=1C=C2CCN(CC2=CC1)NC1=CC=NC=C1 ((3,4-Dihydro-6-methoxy-1H-isoquinolin-2-yl)-4-pyridinylamine hydrochloride). Isolated yield 30.4%. Reaction SMILES: [CH3:1][O:2][C:3]1[CH:4]=[C:5]([CH2:9][CH2:10][NH:11][NH:12][C:13]2[CH:18]=[CH:17][N:16]=[CH:15][CH:14]=2)[CH:6]=[CH:7][CH:8]=1.[CH3:19]OC[Cl:22].[OH-].[Na+]>C(O)(=O)C>[ClH:22].[CH3:1][O:2][C:3]1[CH:4]=[C:5]2[C:6](=[CH:7][CH:8]=1)[CH2:19][N:11]([NH:12][C:13]1[CH:18]=[CH:17][N:16]=[CH:15][CH:14]=1)[CH2:10][CH2:9]2 |f:2.3,5.6|. Reported procedure: Lithium aluminum hydride (0.55 g) was added portionwise to a suspension of N-[2-(3-methoxyphenyl)ethylidene]-N'-pyridin-4-yl hydrazone (2.0 g) in tetrahydrofuran (36 ml) at 0° C. The reaction mixture was stirred at ambient temperature for 1 hr, sodium sulfate decahydrate was added. The mixture was filtered, and the filtrate was concentrated to give 1.73 g of N-[2-(3-methoxyphenyl)ethyl]-N'-pyridin-4-yl hydrazine. A solution of N-[2-(3-methoxyphenyl)ethyl]-N'-pyridin-4-yl hydrazine (0.85 g) and c... Starting materials: rust, crude product, F[B-](F)(F)F.C[O+](C)C (Trimethyloxonium tetrafluoroborate), C(C)(C)(C)NC=1C(=NC2=CC=CC(=C2N1)C1=CC=2C(NCCC2N1)=O)C (2-(3-(tert-butylamino)-2-methylquinoxalin-5-yl)-6,7-dihydro-1H-pyrrolo[3,2-c]pyridin-4(5H)-one), CO (MeOH). The solvent is C(Cl)Cl (DCM). Reaction conditions: time 1 hour. The product is C(C)(C)(C)NC1=NC2=C(C=CC=C2N=C1C)C1=CC=2C(=NCCC2N1)OC (N-(tert-butyl)-8-(4-methoxy-6,7-dihydro-1H-pyrrolo[3,2-c]pyridin-2-yl)-3-methylquinoxalin-2-amine). The yield is 13.8%. As a reaction SMILES: F[B-](F)(F)F.[CH3:6][O+:7]([CH3:9])C.[C:10]([NH:14][C:15]1[C:16]([CH3:35])=[N:17][C:18]2[C:23]([N:24]=1)=[C:22]([C:25]1[NH:33][C:32]3[CH2:31][CH2:30][NH:29]C(=O)[C:27]=3[CH:26]=1)[CH:21]=[CH:20][CH:19]=2)([CH3:13])([CH3:12])[CH3:11].CO>C(Cl)Cl>[C:10]([NH:14][C:15]1[C:16]([CH3:35])=[N:17][C:18]2[C:23](=[C:22]([C:25]3[NH:33][C:32]4[CH2:31][CH2:30][N:29]=[C:6]([O:7][CH3:9])[C:27]=4[CH:26]=3)[CH:21]=[CH:20][CH:19]=2)[N:24]=1)([CH3:11])([CH3:13])[CH3:12] |f:0.1|. Procedure: Trimethyloxonium tetrafluoroborate (239 mg, 1.617 mmol, Sigma-Aldrich) was added to a red slurry of 2-(3-(tert-butylamino)-2-methylquinoxalin-5-yl)-6,7-dihydro-1H-pyrrolo[3,2-c]pyridin-4(5H)-one (193, 113 mg, 0.32 mmol) in DCM (10 mL) and the resulting mixture was stirred at RT for 1 h when the solid had begun to stick to the side of the flask; MeOH (2 mL) was added to bring all the solid into solution and stir at RT for 16 h when a mixture of product and starting material was observed via lcms.... Starting materials: CC1=C(C(=O)O)C=CC(=C1)C (2,4-dimethylbenzoic acid), CCN(C(C)C)C(C)C (DIPEA), OC(=O)C(F)(F)F.O=C(CNC(=O)C1=CC=C(C=C1)C1=CC=CC=C1)N1CCNCC1 (biphenyl-4-carboxylicacid (2-oxo-2-piperazin-1-yl-ethyl)-amide TFA salt), C=1C=CC2=C(C1)N=NN2O (HOBT), CCN=C=NCCCN(C)C.Cl (EDCI.HCl). The solvent is O (water), CN(C)C=O (DMF). Run at time 8 hour. Yields the product CC1=C(C(=O)N2CCN(CC2)C(CNC(=O)C2=CC=C(C=C2)C2=CC=CC=C2)=O)C=CC(=C1)C (biphenyl-4-carboxylicacid {2-[4-(2,4-dimethyl-benzoyl)-piperazin-1-yl]-2-oxo-ethyl}-amide). Yield: 84.4%. RXN SMILES: CCN(C(C)C)C(C)C.OC(C(F)(F)F)=O.[O:17]=[C:18]([N:35]1[CH2:40][CH2:39][NH:38][CH2:37][CH2:36]1)[CH2:19][NH:20][C:21]([C:23]1[CH:28]=[CH:27][C:26]([C:29]2[CH:34]=[CH:33][CH:32]=[CH:31][CH:30]=2)=[CH:25][CH:24]=1)=[O:22].C1C=CC2N(O)N=NC=2C=1.CCN=C=NCCCN(C)C.Cl.[CH3:63][C:64]1[CH:72]=[C:71]([CH3:73])[CH:70]=[CH:69][C:65]=1[C:66](O)=[O:67]>CN(C=O)C.O>[CH3:63][C:64]1[CH:72]=[C:71]([CH3:73])[CH:70]=[CH:69][C:65]=1[C:66]([N:38]1[CH2:39][CH2:40][N:35]([C:18](=[O:17])[CH2:19][NH:20][C:21]([C:23]2[CH:24]=[CH:25][C:26]([C:29]3[CH:34]=[CH:33][CH:32]=[CH:31][CH:30]=3)=[CH:27][CH:28]=2)=[O:22])[CH2:36][CH2:37]1)=[O:67] |f:1.2,4.5|. Procedure details: DIPEA (77.35 mg, 0.60 mmol) was added to a stirred solution of biphenyl-4-carboxylicacid (2-oxo-2-piperazin-1-yl-ethyl)-amide TFA salt (70 mg, 0.16 mmol) in DMF (2 mL). HOBT (19.8 mg, 0.14 mmol) and EDCI.HCl (63.74 mg, 0.33 mmol) were then added. After 2 minutes 2,4-dimethylbenzoic acid (20 mg, 0.13 mmol) was added and the resulting mixture was stirred overnight. The reaction mixture was diluted with cold water and the product was precipitated and filtered to afford 50 mg (82.4% yield) of biphen... Starting materials: FC1=C(C=C(C=C1)S(=O)(=O)CCC(F)(F)F)F (1,2-difluoro-4-(3,3,3-trifluoro-propane-1-sulfonyl)-benzene), N1CCNCC1 (piperazine). Run in CN(C(C)=O)C (N,N-dimethylacetamide). Conditions: temperature 80 celsius. Product: FC1=C(C=CC(=C1)S(=O)(=O)CCC(F)(F)F)N1CCNCC1 (1-[2-Fluoro-4-(3,3,3-trifluoro-propane-1-sulfonyl)-phenyl]-piperazine). As a reaction SMILES: F[C:2]1[CH:7]=[CH:6][C:5]([S:8]([CH2:11][CH2:12][C:13]([F:16])([F:15])[F:14])(=[O:10])=[O:9])=[CH:4][C:3]=1[F:17].[NH:18]1[CH2:23][CH2:22][NH:21][CH2:20][CH2:19]1>CN(C)C(=O)C>[F:17][C:3]1[CH:4]=[C:5]([S:8]([CH2:11][CH2:12][C:13]([F:16])([F:15])[F:14])(=[O:10])=[O:9])[CH:6]=[CH:7][C:2]=1[N:18]1[CH2:23][CH2:22][NH:21][CH2:20][CH2:19]1. Reported procedure: To 0.5 mmol 1,2-difluoro-4-(3,3,3-trifluoro-propane-1-sulfonyl)-benzene in 5 ml N,N-dimethylacetamide was added 1.5 mmol piperazine, and the mixture was heated at 80° C. for 90 min. The mixture was then concentrated in vacuo, and the residue was chromatographed on silica gel (eluant: methanol/dichloromethane gradient) to afford the title compound. MS (m/e): 341.2 (M+H+, 100%) The reactants are O=C1NC(=O)c2ccccc21, CN(C)S(=O)(=O)CCCI, [K], CN(C)C=O. The product is CN(C)S(=O)(=O)CCCN1C(=O)c2ccccc2C1=O. As a reaction SMILES: [C:11]1(=[O:21])[c:12]2[c:13]([cH:17][cH:18][cH:19][cH:20]2)[C:14](=[O:16])[NH:15]1.[CH3:1][N:2]([S:3](=[O:4])(=[O:5])[CH2:6][CH2:7][CH2:8][I:9])[CH3:10].[K:22].[O:23]=[CH:24][N:25]([CH3:26])[CH3:27]>>[CH3:1][N:2]([S:3](=[O:4])(=[O:5])[CH2:6][CH2:7][CH2:8][N:15]1[C:11](=[O:21])[c:12]2[c:13]([cH:17][cH:18][cH:19][cH:20]2)[C:14]1=[O:16])[CH3:10].